This data is from the Open Reaction Database (ORD), a public repository of structured organic reaction records. The task is: describe an organic reaction: reactants, conditions, products, and yield The reactants are FC1=C(C=CC(=C1)F)N1N=C(CC1C1=CC=C(C=C1)N1CCN(CC1)C(=O)OC(C)(C)C)C(O)(C(F)(F)F)C(F)(F)F (1-(2,4-difluoro-phenyl)-5-[4-(4-BOC-piperazin-1-yl)-phenyl]-3-[di-(trifluoromethyl)-hydroxy-methyl]-4,5-dihydro-1H-pyrazole), Cl (hydrochloric acid). Run in C(C)(=O)OCC (ethyl acetate). Conditions: time 2 hour. Yields the product Cl.FC1=C(C=CC(=C1)F)N1N=C(CC1C1=CC=C(C=C1)N1CCNCC1)C(O)(C(F)(F)F)C(F)(F)F (1-(2,4-difluoro-phenyl)-5-[4-(piperazin-1-yl)-phenyl]-3-[di-(trifluoromethyl)-hydroxy-methyl]-4,5-dihydro-1H-pyrazole hydrochloride). As a reaction SMILES: [F:1][C:2]1[CH:7]=[C:6]([F:8])[CH:5]=[CH:4][C:3]=1[N:9]1[CH:13]([C:14]2[CH:19]=[CH:18][C:17]([N:20]3[CH2:25][CH2:24][N:23](C(OC(C)(C)C)=O)[CH2:22][CH2:21]3)=[CH:16][CH:15]=2)[CH2:12][C:11]([C:33]([C:39]([F:42])([F:41])[F:40])([C:35]([F:38])([F:37])[F:36])[OH:34])=[N:10]1.[ClH:43]>C(OCC)(=O)C>[ClH:43].[F:1][C:2]1[CH:7]=[C:6]([F:8])[CH:5]=[CH:4][C:3]=1[N:9]1[CH:13]([C:14]2[CH:15]=[CH:16][C:17]([N:20]3[CH2:21][CH2:22][NH:23][CH2:24][CH2:25]3)=[CH:18][CH:19]=2)[CH2:12][C:11]([C:33]([C:35]([F:36])([F:37])[F:38])([C:39]([F:41])([F:40])[F:42])[OH:34])=[N:10]1 |f:3.4|. Procedure: 1-(2,4-Difluoro-phenyl)-5-[4-(4-BOC-piperazin-1-yl)-phenyl]-3-[di-(trifluoromethyl)-hydroxy-methyl]-4,5-dihydro-1H-pyrazole (340.0 mg, 0.6 mmol) prepared in Example 404 was added to a saturated solution of hydrochloric acid in ethyl acetate (5.0 mL). The reaction mixture was stirred at room temperature for 2 hours and then concentrated under reduced pressure to give 300.0 mg of the titled compound as a pale yellow solid. Reactants: BrC=1C=C2N=CC(=NC2=CC1)N[C@H](C)C1=CC(=CC=C1)Cl ((6-Bromo-quinoxalin-2-yl)-[(R)-1-(3-chloro-phenyl)-ethyl]-amine), C(=O)(OC(C)(C)C)N1N=CC(=C1)B1OC(C)(C)C(C)(C)O1 (N-Boc-4-pyrazole boronic acid pinacol ester), C([O-])([O-])=O.[Cs+].[Cs+] (caesium carbonate), [I-].[K+] (potassium iodide). Run in O1CCOCC1 (1,4-dioxane). Conditions: temperature 110 celsius. The product is C(C)(C)(C)OC(=O)N1N=CC(=C1)C=1C=C2N=CC(=NC2=CC1)N[C@H](C)C1=CC(=CC=C1)Cl (4-{2-[(R)-1-(3-Chloro-phenyl)-ethylamino]-quinoxalin-6-yl}-pyrazole-1-carboxylic acid tert-butyl ester). RXN SMILES: Br[C:2]1[CH:3]=[C:4]2[C:9](=[CH:10][CH:11]=1)[N:8]=[C:7]([NH:12][C@@H:13]([C:15]1[CH:20]=[CH:19][CH:18]=[C:17]([Cl:21])[CH:16]=1)[CH3:14])[CH:6]=[N:5]2.[C:22]([N:29]1[CH:33]=[C:32](B2OC(C)(C)C(C)(C)O2)[CH:31]=[N:30]1)([O:24][C:25]([CH3:28])([CH3:27])[CH3:26])=[O:23].C(=O)([O-])[O-].[Cs+].[Cs+].[I-].[K+]>O1CCOCC1>[C:25]([O:24][C:22]([N:29]1[CH:33]=[C:32]([C:2]2[CH:3]=[C:4]3[C:9](=[CH:10][CH:11]=2)[N:8]=[C:7]([NH:12][C@@H:13]([C:15]2[CH:20]=[CH:19][CH:18]=[C:17]([Cl:21])[CH:16]=2)[CH3:14])[CH:6]=[N:5]3)[CH:31]=[N:30]1)=[O:23])([CH3:28])([CH3:26])[CH3:27] |f:2.3.4,5.6|. Reported procedure: A mixture of (6-Bromo-quinoxalin-2-yl)-[(R)-1-(3-chloro-phenyl)-ethyl]-amine (0.38 g, 1.0 mmol), N-Boc-4-pyrazole boronic acid pinacol ester (0.37 g, 1.2 mmol), caesium carbonate (1.36 g, 4.1 mmol) and potassium iodide (0.017 g, 0.1) in 1,4-dioxane (20 mL) was degassed at RT under vacuum and placed under an atmosphere of nitrogen. The process was repeated twice and Fu's catalyst (Bis(tri-tert-butylphosphine)palladium(0)) (0.053 g, 0.1 mmol) was added at RT. The reaction mixture was heated at 110...